From a dataset of the Open Reaction Database (ORD), a public repository of structured organic reaction records. describe an organic reaction: reactants, conditions, products, and yield Starting materials: Br, OCCCCCCCCCCCCO, Cc1ccccc1. Product: OCCCCCCCCCCCCBr. As a reaction SMILES: [BrH:15].[CH2:1]([CH2:2][CH2:3][CH2:4][CH2:5][CH2:6][CH2:7][CH2:8][CH2:9][CH2:10][CH2:11][CH2:12][OH:13])[OH:14].[CH3:16][c:17]1[cH:18][cH:19][cH:20][cH:21][cH:22]1>>[CH2:1]([CH2:2][CH2:3][CH2:4][CH2:5][CH2:6][CH2:7][CH2:8][CH2:9][CH2:10][CH2:11][CH2:12][OH:13])[Br:15]. Starting materials: ClC=1C=C2CCN(C2=CC1)S(=O)(=O)C=1C=C(C(=O)O)C=CC1 (3-(5-chloroindolin-1-ylsulfonyl)benzoic acid), N1=C(C=CC=C1)C=1N=C(SC1)N (4-(pyridin-2-yl)thiazol-2-amine), CN(C)C=O (DMF). Yields the product ClC=1C=C2CCN(C2=CC1)S(=O)(=O)C1=CC=C(C(=O)NC=2SC=C(N2)C2=NC=CC=C2)C=C1 (4-(5-chloroindolin-1-ylsulfonyl)-N-(4-(pyridin-2-yl)thiazol-2-yl)benzamide). As a reaction SMILES: [Cl:1][C:2]1[CH:3]=[C:4]2[C:8](=[CH:9][CH:10]=1)[N:7]([S:11]([C:14]1[CH:15]=[C:16]([CH:20]=[CH:21][CH:22]=1)C(O)=O)(=[O:13])=[O:12])[CH2:6][CH2:5]2.[N:23]1[CH:28]=[CH:27][CH:26]=[CH:25][C:24]=1[C:29]1[N:30]=[C:31]([NH2:34])[S:32][CH:33]=1.CN([CH:38]=[O:39])C>>[Cl:1][C:2]1[CH:3]=[C:4]2[C:8](=[CH:9][CH:10]=1)[N:7]([S:11]([C:14]1[CH:22]=[CH:21][C:20]([C:38]([NH:34][C:31]3[S:32][CH:33]=[C:29]([C:24]4[CH:25]=[CH:26][CH:27]=[CH:28][N:23]=4)[N:30]=3)=[O:39])=[CH:16][CH:15]=1)(=[O:13])=[O:12])[CH2:6][CH2:5]2. Procedure details: 3-(5-chloroindolin-1-ylsulfonyl)benzoic acid (8) (100 mg, 0.30 mmol) was treated with 4-(pyridin-2-yl)thiazol-2-amine (44 mg, 0.25 mmol) in DMF (2 mL) using method C. The residue was purified using flash chromatography eluting with EtOAc. The resulting solid was triturated with diethyl ether to give 4-(5-chloroindolin-1-ylsulfonyl)-N-(4-(pyridin-2-yl)thiazol-2-yl)benzamide as an off white solid. Yield: 53 mg (43%). 1H-NMR: 8.63-8.59 (m, 1H), 8.25 (d, J=8.5 Hz, 2H), 8.02-7.86 (m, 5H), 7.49 (d, J=... Reactants: ClC1=C(C=CC=C1)C=1N(C2=NC=NC(=C2N1)N[C@H]1CNCCC1)C1=CC=C(C=C1)Cl (8-(2-chlorophenyl)-9-(4-chlorophenyl)-N-[(3R)-piperidin-3-yl]-9H-purin-6-amine), C(C)(=O)OC(C)=O (acetic anhydride). The solvent is N1=CC=CC=C1 (pyridine). The product is ClC1=C(C=CC=C1)C=1N(C2=NC=NC(=C2N1)N[C@H]1CN(CCC1)C(C)=O)C1=CC=C(C=C1)Cl (1-[(3R)-3-{[8-(2-chlorophenyl)-9-(4-chlorophenyl)-9H-purin-6-yl]amino}piperidin-1-yl]ethan-1-one). The yield is 87.0%. RXN SMILES: [Cl:1][C:2]1[CH:7]=[CH:6][CH:5]=[CH:4][C:3]=1[C:8]1[N:9]([C:24]2[CH:29]=[CH:28][C:27]([Cl:30])=[CH:26][CH:25]=2)[C:10]2[C:15]([N:16]=1)=[C:14]([NH:17][C@@H:18]1[CH2:23][CH2:22][CH2:21][NH:20][CH2:19]1)[N:13]=[CH:12][N:11]=2.[C:31](OC(=O)C)(=[O:33])[CH3:32]>N1C=CC=CC=1>[Cl:1][C:2]1[CH:7]=[CH:6][CH:5]=[CH:4][C:3]=1[C:8]1[N:9]([C:24]2[CH:25]=[CH:26][C:27]([Cl:30])=[CH:28][CH:29]=2)[C:10]2[C:15]([N:16]=1)=[C:14]([NH:17][C@@H:18]1[CH2:23][CH2:22][CH2:21][N:20]([C:31](=[O:33])[CH3:32])[CH2:19]1)[N:13]=[CH:12][N:11]=2. Reported procedure: A solution of 8-(2-chlorophenyl)-9-(4-chlorophenyl)-N-[(3R)-piperidin-3-yl]-9H-purin-6-amine (20 mg, 0.046 mmol, 1 eq.) in 1 mL of acetic anhydride and 1 mL of pyridine was stirred for 16 h. The reaction was concentrated in vacuo. The crude material was purified by silica gel column chromatography using 0-100% ethyl acetate/hexanes to yield 19 mg (87%) of 1-[(3R)-3-{[8-(2-chlorophenyl)-9-(4-chlorophenyl)-9H-purin-6-yl]amino}piperidin-1-yl]ethan-1-one. 1H NMR (300 MHz, CHLOROFORM-d) δ ppm 1.53-1.... The reactants are C(C1=CC=CC=C1)(=O)C1=CC=C(N[C@H]2[C@@H](CC3=CC=CC=C23)NC(=O)OCC)C=C1 ((±) trans 1-(4-Benzoylanilino)-2-ethoxycarbonylaminoindane), [H-].[H-].[H-].[H-].[Li+].[Al+3] (LiAlH4). Run at time 2 day. Product: C(C1=CC=CC=C1)C1=CC=C(N[C@H]2[C@@H](CC3=CC=CC=C23)NC)C=C1 ((±) trans 1-(4-Benzylanilino)-2-methylaminoindane). The yield is 70.6%. As a reaction SMILES: [C:1]([C:9]1[CH:30]=[CH:29][C:12]([NH:13][C@@H:14]2[C:22]3[C:17](=[CH:18][CH:19]=[CH:20][CH:21]=3)[CH2:16][C@H:15]2[NH:23][C:24](OCC)=O)=[CH:11][CH:10]=1)(=O)[C:2]1[CH:7]=[CH:6][CH:5]=[CH:4][CH:3]=1.[H-].[H-].[H-].[H-].[Li+].[Al+3]>>[CH2:1]([C:9]1[CH:30]=[CH:29][C:12]([NH:13][C@@H:14]2[C:22]3[C:17](=[CH:18][CH:19]=[CH:20][CH:21]=3)[CH2:16][C@H:15]2[NH:23][CH3:24])=[CH:11][CH:10]=1)[C:2]1[CH:3]=[CH:4][CH:5]=[CH:6][CH:7]=1 |f:1.2.3.4.5.6|. Reported procedure: (±) trans 1-(4-Benzoylanilino)-2-ethoxycarbonylaminoindane (1.0 g, 2.50 mmol) was reduced with LiAlH4 (0.95 g, 25.0 mmol) as described for Example 2. After stirring at room temperature for 2 days, the reaction was worked up as described for Example 2. Purification on a silica gel column using 0-2% ethanol in chloroform as eluant afforded a solid (0.58 g) which was recrystallised to give the title compound as a colourless solid, m.p. 137°-138° C. (from methanol/diethyl ether/n-pentane).